From a dataset of the Open Reaction Database (ORD), a public repository of structured organic reaction records. describe an organic reaction: reactants, conditions, products, and yield Starting materials: S(=O)(=O)(O)C1=C(C(=O)O)C=CC(=C1)C(=O)O (2-sulfoterephthalic acid), C(C)(=O)OC(C)=O (acetic anhydride). Reaction conditions: temperature 100 celsius, time 4 hour. Product: C(=O)(O)C1=CC(=C(C(=O)OC(C2=C(C=C(C=C2)C(=O)O)S(=O)(=O)O)=O)C=C1)S(=O)(=O)O (4-Carboxy-2-sulfobenzoic anhydride). As a reaction SMILES: [S:1]([C:5]1[CH:13]=[C:12]([C:14]([OH:16])=[O:15])[CH:11]=[CH:10][C:6]=1[C:7]([OH:9])=[O:8])([OH:4])(=[O:3])=[O:2].C([O:20][C:21](=[O:23])[CH3:22])(=O)C>>[C:21]([C:22]1[CH:11]=[CH:10][C:6]([C:7]([O:8][C:7](=[O:9])[C:6]2[CH:10]=[CH:11][C:12]([C:14]([OH:16])=[O:15])=[CH:13][C:5]=2[S:1]([OH:4])(=[O:3])=[O:2])=[O:8])=[C:5]([S:1]([OH:4])(=[O:3])=[O:2])[CH:13]=1)([OH:20])=[O:23]. Procedure details: A dry 500 ml 3-neck flask was equipped with a condenser, stirrer and thermometer under a nitrogen atmosphere. The vessel was charged with 2-sulfoterephthalic acid (100 g, 447 mmol).and acetic anhydride (127 ml). The solution was stirred at 100° C. for 4 hours and then cooled to room temperature (the reaction mixture became homogeneous at 90° C.). A precipitate which had begun to form at 76° C. was then collected by filtration at room temperature (25° C.) under a N2 atmosphere. It was washed with... As a reaction SMILES: [Br:1][C:2]1[CH:3]=[C:4]([CH:7]=[C:8]([O:12][CH3:13])[C:9]=1[O:10][CH3:11])[CH:5]=[O:6].C[Mg+].[Br-].[CH3:17]COC(C)=O>C1COCC1>[Br:1][C:2]1[CH:3]=[C:4]([CH:5]([OH:6])[CH3:17])[CH:7]=[C:8]([O:12][CH3:13])[C:9]=1[O:10][CH3:11] |f:1.2|. Solvent: C1CCOC1 (THF), C1CCOC1 (THF). Reactants: BrC=1C=C(C=O)C=C(C1OC)OC (3-bromo-4,5-dimethoxybenzaldehyde), C[Mg+].[Br-] (MeMgBr), CCOC(=O)C (EtOAc). Product: BrC=1C=C(C=C(C1OC)OC)C(C)O (1-(3-Bromo-4,5-dimethoxyphenyl)-1-ethanol). Run at temperature 0 celsius, time 10 minute. Reported procedure: Under nitrogen, a solution of the 3-bromo-4,5-dimethoxybenzaldehyde (2.45 g; 10 mmol) in dry THF (10 ml) was added via syringe through a septum to a cold (ice-bath) solution of MeMgBr (15 mmol; 5.0 ml of 3.0 M Et2O solution) diluted with 10 ml dry THF. After the addition, the mixture was stirred for 10 minutes at 0° C., then for 1 hour at room temperatures. TLC (Hex:EtOAc=3:1) indicated complete disappearance of the reactant and a new product spot with lower Rf (0.25 vs 0.5). The reactants are [H-].[Na+] (sodium hydride), SC=1SC2=C(N1)C=CC(=C2)[N+](=O)[O-] (2-mercapto-6-nitro-benzothiazole), BrCC1=CC=C(C#N)C=C1 (4-bromomethylbenzonitrile), [Cl-].[Na+] (sodium chloride). Solvent: C(C)(=O)OCC (ethyl acetate). Run at temperature 50 celsius, time 30 minute. Product: C(#N)C1=CC=C(C=C1)CSC=1SC2=C(N1)C=CC(=C2)[N+](=O)[O-] (2-[(4-cyanophenyl)methylthio]-6-nitro-benzothiazole). As a reaction SMILES: [H-].[Na+].[SH:3][C:4]1[S:5][C:6]2[CH:12]=[C:11]([N+:13]([O-:15])=[O:14])[CH:10]=[CH:9][C:7]=2[N:8]=1.Br[CH2:17][C:18]1[CH:25]=[CH:24][C:21]([C:22]#[N:23])=[CH:20][CH:19]=1.[Cl-].[Na+]>C(OCC)(=O)C>[C:22]([C:21]1[CH:24]=[CH:25][C:18]([CH2:17][S:3][C:4]2[S:5][C:6]3[CH:12]=[C:11]([N+:13]([O-:15])=[O:14])[CH:10]=[CH:9][C:7]=3[N:8]=2)=[CH:19][CH:20]=1)#[N:23] |f:0.1,4.5|. Procedure details: 0.37 g (7.7 mmol) of sodium hydride (50% in mineral oil) is added batchwise to a solution of 1.5 g (7.06 mmol) of 2-mercapto-6-nitro-benzothiazole and then stirred for 30 minutes at 50° C. Then 1.45 g (7.4 mmol) of 4-bromomethylbenzonitrile is added dropwise and stirred for a further hour at 50° C. The re-action mixture is mixed with 30 ml of ethyl acetate and 70 ml of 14% sodium chloride solution, whereupon a large proportion of the title compound is obtained as a beige precipitate. The organic...